This data is from the Open Reaction Database (ORD), a public repository of structured organic reaction records. The task is: describe an organic reaction: reactants, conditions, products, and yield Reactants: C1OC=2C=C(CN)C=CC2O1 (3,4-methylenedioxy-benzylamine), COC(C1=CC=C(C=C1)C=1N=C(C2=C(N1)SC(=C2)C(F)(F)F)Cl)=O (4-(4-chloro-6-trifluoromethyl-thieno-[2,3-d]-pyrimidin-2-yl)-benzoic acid methylester). Product: COC(C1=CC=C(C=C1)C=1N=C(C2=C(N1)SC(=C2)C(F)(F)F)NCC2=CC1=C(C=C2)OCO1)=O (4-[4-(3,4-methylenedioxybenzylamino)-6-trifluoromethyl-thieno-[2,3-d]-pyrimidin-2-yl]-benzoic acid methylester). As a reaction SMILES: [CH2:1]1[O:11][C:10]2[CH:9]=[CH:8][C:5]([CH2:6][NH2:7])=[CH:4][C:3]=2[O:2]1.[CH3:12][O:13][C:14](=[O:35])[C:15]1[CH:20]=[CH:19][C:18]([C:21]2[N:22]=[C:23](Cl)[C:24]3[CH:29]=[C:28]([C:30]([F:33])([F:32])[F:31])[S:27][C:25]=3[N:26]=2)=[CH:17][CH:16]=1>>[CH3:12][O:13][C:14](=[O:35])[C:15]1[CH:20]=[CH:19][C:18]([C:21]2[N:22]=[C:23]([NH:7][CH2:6][C:5]3[CH:8]=[CH:9][C:10]4[O:11][CH2:1][O:2][C:3]=4[CH:4]=3)[C:24]3[CH:29]=[C:28]([C:30]([F:33])([F:32])[F:31])[S:27][C:25]=3[N:26]=2)=[CH:17][CH:16]=1. Procedure: The reaction procedure as above wherein 3,4-methylenedioxy-benzylamine is reacted with 4-(4-chloro-6-trifluoromethyl-thieno-[2,3-d]-pyrimidin-2-yl)-benzoic acid methylester yields 4-[4-(3,4-methylenedioxybenzylamino)-6-trifluoromethyl-thieno-[2,3-d]-pyrimidin-2-yl]-benzoic acid methylester. Reactants: C1CCOC1, Cl, COC(=O)Cc1ccc(Oc2cccnc2)cc1OCC(F)(F)F, [Li+], [OH-], O, O. Yields the product O=C(O)Cc1ccc(Oc2cccnc2)cc1OCC(F)(F)F. RXN SMILES: [CH2:30]1[O:31][CH2:32][CH2:33][CH2:34]1.[ClH:29].[F:1][C:2]([CH2:3][O:4][c:5]1[c:6]([CH2:18][C:19](=[O:20])[O:21][CH3:22])[cH:7][cH:8][c:9]([O:11][c:12]2[cH:13][n:14][cH:15][cH:16][cH:17]2)[cH:10]1)([F:23])[F:24].[Li+:27].[OH-:26].[OH2:25].[OH2:28]>>[F:1][C:2]([CH2:3][O:4][c:5]1[c:6]([CH2:18][C:19](=[O:20])[OH:21])[cH:7][cH:8][c:9]([O:11][c:12]2[cH:13][n:14][cH:15][cH:16][cH:17]2)[cH:10]1)([F:23])[F:24]. Reactants: CO, OCC1OC(O)C(O)C(O)C1O. The product is COC1OC(CO)C(O)C(O)C1O. RXN SMILES: [CH3:13][OH:14].[OH:1][CH:2]1[CH:3]([OH:4])[CH:5]([OH:6])[CH:7]([OH:8])[CH:9]([CH2:11][OH:12])[O:10]1>>[O:1]([CH:2]1[CH:3]([OH:4])[CH:5]([OH:6])[CH:7]([OH:8])[CH:9]([CH2:11][OH:12])[O:10]1)[CH3:13]. Starting materials: FC(C1=C(C=CC=C1)CC(=O)Cl)(F)F (2-(2-trifluoromethylphenyl)acetyl chloride), ClS(=O)(=O)O (chlorosulfonic acid), CC=1C=C(N)C=C(C1)C (3,5-dimethylaniline), C([O-])([O-])=O.[Ca+2] (calcium carbonate). Run in C1CCOC1 (THF). Product: FC(C1=C(C=CC=C1)CC(=O)NC1=CC(=C(C(=C1)C)S(=O)(=O)Cl)C)(F)F (4-(2-[2-trifluoromethylphenyl]acetamido)-2,6-dimethylbenzenesulfonyl chloride). The yield is 47.0%. Reaction SMILES: [F:1][C:2]([F:14])([F:13])[C:3]1[CH:8]=[CH:7][CH:6]=[CH:5][C:4]=1[CH2:9][C:10](Cl)=[O:11].[CH3:15][C:16]1[CH:17]=[C:18]([CH:20]=[C:21]([CH3:23])[CH:22]=1)[NH2:19].C(=O)([O-])[O-].[Ca+2].[Cl:29][S:30](O)(=[O:32])=[O:31]>C1COCC1>[F:1][C:2]([F:14])([F:13])[C:3]1[CH:8]=[CH:7][CH:6]=[CH:5][C:4]=1[CH2:9][C:10]([NH:19][C:18]1[CH:20]=[C:21]([CH3:23])[C:22]([S:30]([Cl:29])(=[O:32])=[O:31])=[C:16]([CH3:15])[CH:17]=1)=[O:11] |f:2.3|. Reported procedure: 4-(2-[2-Trifluoromethylphenyl]acetyl)-3,5-dimethylaniline (obtained as a solid, m.p. 168° C., by reacting 2-(2-trifluoromethylphenyl)acetyl chloride with 3,5-dimethylaniline in THF solution in the presence of calcium carbonate) was reacted with an excess of chlorosulfonic acid at 60° C., using an analogous procedure to that described in Organic Synthesis, Coll. Vol. I, at page 85, to give 4-(2-[2-trifluoromethylphenyl]acetamido)-2,6-dimethylbenzenesulfonyl chloride, as a solid in about 47% yield... The reactants are CO, Cc1nc(OCC(=O)N(C)C2CCN(Cc3ccccc3)CC2)nc(C)c1N, O=[N+]([O-])O. As a reaction SMILES: [CH3:33][OH:34].[NH2:1][c:2]1[c:3]([CH3:28])[n:4][c:5]([O:9][CH2:10][C:11](=[O:12])[N:13]([CH3:14])[CH:15]2[CH2:16][CH2:17][N:18]([CH2:21][c:22]3[cH:23][cH:24][cH:25][cH:26][cH:27]3)[CH2:19][CH2:20]2)[n:6][c:7]1[CH3:8].[OH:29][N+:30]([O-:31])=[O:32]>>[NH2:1][c:2]1[c:3]([CH3:28])[n:4][c:5]([O:9][CH2:10][C:11](=[O:12])[N:13]([CH3:14])[CH:15]2[CH2:16][CH2:17][N:18]([CH2:21][c:22]3[cH:23][cH:24][cH:25][cH:26][cH:27]3)[CH2:19][CH2:20]2)[n:6][c:7]1[CH3:8].[O:29]=[N+:30]([OH:31])[O-:32]. The product is Cc1nc(OCC(=O)N(C)C2CCN(Cc3ccccc3)CC2)nc(C)c1N, O=[N+]([O-])O.